This data is from the Open Reaction Database (ORD), a public repository of structured organic reaction records. The task is: describe an organic reaction: reactants, conditions, products, and yield Reactants: C1(=CC=CC=C1)OB(O)O (phenylboric acid), BrC=1C=NC2=C(C=CC=C2C1)[N+](=O)[O-] (3-bromo-8-nitroquinoline), C1(=CC=CC=C1)OB(O)O (phenylboric acid), C([O-])([O-])=O.[Na+].[Na+] (sodium carbonate). The reagents and catalysts are C=1C=CC(=CC1)[P](C=2C=CC=CC2)(C=3C=CC=CC3)[Pd]([P](C=4C=CC=CC4)(C=5C=CC=CC5)C=6C=CC=CC6)([P](C=7C=CC=CC7)(C=8C=CC=CC8)C=9C=CC=CC9)[P](C=1C=CC=CC1)(C=1C=CC=CC1)C=1C=CC=CC1 (tetrakis(triphenylphosphine)palladium(0)). The solvent is COCCOC (1,2-dimethoxyethane), C(C)(=O)OCC (ethyl acetate). Yields the product [N+](=O)([O-])C=1C=CC=C2C=C(C=NC12)C1=CC=CC=C1 (8-nitro-3-phenylquinoline). The yield is 41.6%. RXN SMILES: Br[C:2]1[CH:3]=[N:4][C:5]2[C:10]([CH:11]=1)=[CH:9][CH:8]=[CH:7][C:6]=2[N+:12]([O-:14])=[O:13].[C:15]1(OB(O)O)[CH:20]=[CH:19][CH:18]=[CH:17][CH:16]=1.C(=O)([O-])[O-].[Na+].[Na+]>COCCOC.C(OCC)(=O)C.C1C=CC([P]([Pd]([P](C2C=CC=CC=2)(C2C=CC=CC=2)C2C=CC=CC=2)([P](C2C=CC=CC=2)(C2C=CC=CC=2)C2C=CC=CC=2)[P](C2C=CC=CC=2)(C2C=CC=CC=2)C2C=CC=CC=2)(C2C=CC=CC=2)C2C=CC=CC=2)=CC=1>[N+:12]([C:6]1[CH:7]=[CH:8][CH:9]=[C:10]2[C:5]=1[N:4]=[CH:3][C:2]([C:15]1[CH:20]=[CH:19][CH:18]=[CH:17][CH:16]=1)=[CH:11]2)([O-:14])=[O:13] |f:2.3.4,^1:46,48,67,86|. Procedure details: A mixture of 3-bromo-8-nitroquinoline (253 mg), phenylboric acid (159 mg), tetrakis(triphenylphosphine)palladium(0) (23 mg) and aqueous 2M sodium carbonate solution (2.5 ml) in 1,2-dimethoxyethane (3.5 ml) was refluxed for 4 hours. To the mixture was added phenylboric acid (122 mg), and the mixture was additionally refluxed for 3 hours. The resulting mixture, after diluted with ethyl acetate, was washed with aqueous 3° sodium bicarbonate solution and brine, dried over anhydrous sodium sulfate, a... The reactants are CO, [Li+], [OH-], O, O, COC(=O)c1ccc(CC2CCC(C(O)c3cccnc3)N2C(=O)OC(C)(C)C)cc1. Product: CC(C)(C)OC(=O)N1C(Cc2ccc(C(=O)O)cc2)CCC1C(O)c1cccnc1. RXN SMILES: [CH3:35][OH:36].[Li+:32].[OH-:33].[OH2:34].[OH2:37].[OH:1][CH:2]([CH:3]1[N:4]([C:19](=[O:20])[O:21][C:22]([CH3:23])([CH3:24])[CH3:25])[CH:5]([CH2:8][c:9]2[cH:10][cH:11][c:12]([C:15](=[O:16])[O:17][CH3:18])[cH:13][cH:14]2)[CH2:6][CH2:7]1)[c:26]1[cH:27][n:28][cH:29][cH:30][cH:31]1>>[OH:1][CH:2]([CH:3]1[N:4]([C:19](=[O:20])[O:21][C:22]([CH3:23])([CH3:24])[CH3:25])[CH:5]([CH2:8][c:9]2[cH:10][cH:11][c:12]([C:15](=[O:16])[OH:17])[cH:13][cH:14]2)[CH2:6][CH2:7]1)[c:26]1[cH:27][n:28][cH:29][cH:30][cH:31]1. Starting materials: O=C1CCC(=O)N1Br, COC(=O)c1c(C)cc(Cl)nc1Cl, CC(=O)O, ClC(Cl)(Cl)Cl. Yields the product COC(=O)c1c(CBr)cc(Cl)nc1Cl. RXN SMILES: [Br:14][N:15]1[C:16](=[O:17])[CH2:18][CH2:19][C:20]1=[O:21].[CH3:1][O:2][C:3](=[O:4])[c:5]1[c:6]([Cl:13])[n:7][c:8]([Cl:12])[cH:9][c:10]1[CH3:11].[CH3:22][C:23](=[O:24])[OH:25].[Cl:26][C:27]([Cl:28])([Cl:29])[Cl:30]>>[CH3:1][O:2][C:3](=[O:4])[c:5]1[c:6]([Cl:13])[n:7][c:8]([Cl:12])[cH:9][c:10]1[CH2:11][Br:14]. Starting materials: ClCCCCCCCC1=CC=CC=C1 (1-chloro-7-phenylheptane), O1CCCC1 (tetrahydrofuran), CC1=C(C=CC=C1)C=NC(C)(C)C (N-[(2-methylphenyl)methylene]-1,1-dimethylethanamine), CC1(NC(CCC1)(C)C)C (2,2,6,6-tetra-methylpiperidine), O1CCCC1 (tetrahydrofuran), [Li]CCCC (n-BuLi). Run at temperature 40 celsius, time 30 minute. Product: C1(=CC=CC=C1)CCCCCCCCC1=C(C=O)C=CC=C1 (2-(8-phenyloctyl)benzaldehyde). RXN SMILES: [CH3:1][C:2]1[CH:7]=[CH:6][CH:5]=[CH:4][C:3]=1[CH:8]=NC(C)(C)C.CC1(C)CCCC(C)(C)N1.[Li]CCCC.Cl[CH2:30][CH2:31][CH2:32][CH2:33][CH2:34][CH2:35][CH2:36][C:37]1[CH:42]=[CH:41][CH:40]=[CH:39][CH:38]=1.[O:43]1CCCC1>>[C:37]1([CH2:36][CH2:35][CH2:34][CH2:33][CH2:32][CH2:31][CH2:30][CH2:8][C:3]2[CH:4]=[CH:5][CH:6]=[CH:7][C:2]=2[CH:1]=[O:43])[CH:42]=[CH:41][CH:40]=[CH:39][CH:38]=1. Procedure: A stirred solution of N-[(2-methylphenyl)methylene]-1,1-dimethylethanamine (11.2 g, 0.064 mol) and 2,2,6,6-tetra-methylpiperidine (0.9 g, 0.0064 mol) in tetrahydrofuran (40 mL) was cooled to -5° C. To this was added n-BuLi (1.6M, 40 mL, 0.064 mol) over 60 min from a syringe pump such that the temperature was maintained below 0° C. The mixture was stirred for 30 min and 1-chloro-7-phenylheptane (11.23 g, 0.053 mol) in tetrahydrofuran (20 mL) quickly added. The reaction mixture was heated at 50°-5... Starting materials: CN1C([C@@H](CC=C[C@H]1C1=CC=CC=C1)NC(OCC1=CC=CC=C1)=O)=O (benzyl [(3R,7S)-1-methyl-2-oxo-7-phenyl-2,3,4,7-tetrahydro-1H-azepin-3-yl]carbamate). The reagents and catalysts are [OH-].[OH-].[Pd+2] (Pearlman's catalyst). Solvent: CCO (EtOH). Run at time 6 hour. Yields the product N[C@H]1C(N([C@@H](CCC1)C1=CC=CC=C1)C)=O ((3R,7S)-3-amino-1-methyl-7-phenylazepan-2-one). Reaction SMILES: [CH3:1][N:2]1[C@H:8]([C:9]2[CH:14]=[CH:13][CH:12]=[CH:11][CH:10]=2)[CH:7]=[CH:6][CH2:5][C@@H:4]([NH:15]C(=O)OCC2C=CC=CC=2)[C:3]1=[O:26]>[OH-].[OH-].[Pd+2].CCO>[NH2:15][C@@H:4]1[CH2:5][CH2:6][CH2:7][C@@H:8]([C:9]2[CH:14]=[CH:13][CH:12]=[CH:11][CH:10]=2)[N:2]([CH3:1])[C:3]1=[O:26] |f:1.2.3|. Procedure details: A mixture of benzyl [(3R,7S)-1-methyl-2-oxo-7-phenyl-2,3,4,7-tetrahydro-1H-azepin-3-yl]carbamate (3c) (310 mg) and Pearlman's catalyst (62 mg) in EtOH (8 mL) was hydrogenated at 45 psi for 6 h. The reaction mixture was filtered through Celite and concentrated in vacuo. The residue was dissolved in DCM and washed with saturated NaHCO3, brine, dried (Na2SO4), filtered and concentrated to a viscous oil. The aqueous layer was extracted with DCM (3×). The combined organic layer was washed with brine,... The reactants are CN(C)C(=N)N(C)C, CCOC(C)=O, COC(=O)C=Cc1cccnc1F, C[N+](=O)[O-], O. The product is COC(=O)CC(C[N+](=O)[O-])c1cccnc1F. RXN SMILES: [CH3:18][N:19]([CH3:20])[C:21]([N:22]([CH3:23])[CH3:24])=[NH:25].[CH3:26][CH2:27][O:28][C:29]([CH3:30])=[O:31].[F:1][c:2]1[n:3][cH:4][cH:5][cH:6][c:7]1[CH:8]=[CH:9][C:10](=[O:11])[O:12][CH3:13].[N+:14](=[O:15])([O-:16])[CH3:17].[OH2:32]>>[F:1][c:2]1[n:3][cH:4][cH:5][cH:6][c:7]1[CH:8]([CH2:9][C:10](=[O:11])[O:12][CH3:13])[CH2:17][N+:14](=[O:15])[O-:16]. Reactants: N(=O)[O-].[Na+] (sodium nitrite), NC1=CC(NC(N1CC1=CC(=CC=C1)Cl)=O)=O (6-amino-1-(3-chlorobenzyl)-uracil). Solvent: C(C)(=O)O (acetic acid). Product: NC1=C(C(NC(N1CC1=CC(=CC=C1)Cl)=O)=O)N=O (6-Amino-1-(3-chlorobenzyl)-5-nitroso-uracil). RXN SMILES: [N:1]([O-:3])=O.[Na+].[NH2:5][C:6]1[N:11]([CH2:12][C:13]2[CH:18]=[CH:17][CH:16]=[C:15]([Cl:19])[CH:14]=2)[C:10](=[O:20])[NH:9][C:8](=[O:21])[CH:7]=1>C(O)(=O)C>[NH2:5][C:6]1[N:11]([CH2:12][C:13]2[CH:18]=[CH:17][CH:16]=[C:15]([Cl:19])[CH:14]=2)[C:10](=[O:20])[NH:9][C:8](=[O:21])[C:7]=1[N:1]=[O:3] |f:0.1|. Reported procedure: 6.4 ml of 4N sodium nitrite was added at 65-70° C. to a suspension of 6.29 g (25 mM) of 6-amino-1-(3-chlorobenzyl)-uracil in 92 ml of acetic acid. After 30 minutes the mixture was cooled, the solid collected and washed with the acetic acid and water to give the title compound (5.21 g) as a pink solid. The reactants are [OH-].[Na+] (NaOH), BrC1=CC=2CC3=CC(=CC=C3C2C=C1)Br (2,7-Dibromofluorene), C(C=C)(=O)OC (methyl acrylate), Teflon. Solvent: C1(=CC=CC=C1)C (toluene), C1(=CC=CC=C1)C (toluene). Conditions: time 8 hour. Yields the product BrC1=CC=2C(C3=CC(=CC=C3C2C=C1)Br)(CCC(=O)OC)CCC(=O)OC (Dimethyl 3,3′-(2,7-dibromo-9H-fluorene-9,9-diyl)dipropanoate). The yield is 80.0%. Reaction SMILES: [Br:1][C:2]1[CH:14]=[CH:13][C:12]2[C:11]3[C:6](=[CH:7][C:8]([Br:15])=[CH:9][CH:10]=3)[CH2:5][C:4]=2[CH:3]=1.[C:16]([O:20][CH3:21])(=[O:19])[CH:17]=[CH2:18].[OH-:22].[Na+]>C1(C)C=CC=CC=1>[Br:1][C:2]1[CH:14]=[CH:13][C:12]2[C:11]3[C:6](=[CH:7][C:8]([Br:15])=[CH:9][CH:10]=3)[C:5]([CH2:18][CH2:17][C:16]([O:20][CH3:21])=[O:22])([CH2:18][CH2:17][C:16]([O:20][CH3:21])=[O:19])[C:4]=2[CH:3]=1 |f:2.3|. Reported procedure: 2,7-Dibromofluorene (1 g, 3.1 mmol), methyl acrylate (861 mg, 10 mmol) tetrabutylammonium bromide (100 mg, 0.3 mmol) and toluene (5 mL) are added to a small round bottom flask with a Teflon-coated stirbar. Next 2 mL of 50% NaOH (aq) is added while stirring. The reaction is allowed to proceed overnight. The next day the toluene layer is transferred to a flask and the aqueous layer extracted with two portions of toluene. The organic layers are combined, dried with Mg2SO4, and filtered. Silica (2 g... Starting materials: C(C1=CC=CC=C1)[C@H]1N(C(OC1)=O)C(CC1=C(C=C(C=C1)Br)F)=O ((R)-4-benzyl-3-(2-(4-bromo-2-fluorophenyl)acetyl)oxazolidin-2-one), CI (methyl iodide). Yields the product C(C1=CC=CC=C1)[C@H]1N(C(OC1)=O)C([C@H](C)C1=C(C=C(C=C1)Br)F)=O ((R)-4-benzyl-3-((R)-2-(4-bromo-2-fluorophenyl)propanoyl)oxazolidin-2-one). The yield is 61.5%. RXN SMILES: [CH2:1]([C@@H:8]1[CH2:12][O:11][C:10](=[O:13])[N:9]1[C:14](=[O:24])[CH2:15][C:16]1[CH:21]=[CH:20][C:19]([Br:22])=[CH:18][C:17]=1[F:23])[C:2]1[CH:7]=[CH:6][CH:5]=[CH:4][CH:3]=1.[CH3:25]I>>[CH2:1]([C@@H:8]1[CH2:12][O:11][C:10](=[O:13])[N:9]1[C:14](=[O:24])[C@@H:15]([C:16]1[CH:21]=[CH:20][C:19]([Br:22])=[CH:18][C:17]=1[F:23])[CH3:25])[C:2]1[CH:3]=[CH:4][CH:5]=[CH:6][CH:7]=1. Procedure: Following the procedure outlined for Example 628, (R)-4-benzyl-3-(2-(4-bromo-2-fluorophenyl)acetyl)oxazolidin-2-one (4.6 g, 12 mmol) was reacted with methyl iodide (1M solution in toluene, 12.3 mL, 12.3 mmol) to obtain the desired product (3.0 g, 60%) as light yellow solid: ESI MS m/z 407 [C19H17BrFNO3+H]+ Reactants: CO, CS, CCNc1nc(Cl)nc(NC(C)C)n1, [Na]. The product is CCNc1nc(NC(C)C)nc(SC)n1. RXN SMILES: [CH3:18][OH:19].[CH3:2][SH:3].[CH3:4][CH2:5][NH:6][c:7]1[n:8][c:9]([Cl:10])[n:11][c:12]([NH:13][CH:14]([CH3:15])[CH3:16])[n:17]1.[Na:1]>>[CH3:2][S:3][c:9]1[n:8][c:7]([NH:6][CH2:5][CH3:4])[n:17][c:12]([NH:13][CH:14]([CH3:15])[CH3:16])[n:11]1.